This data is from the Open Reaction Database (ORD), a public repository of structured organic reaction records. The task is: describe an organic reaction: reactants, conditions, products, and yield Starting materials: Cn1nnc(-c2cc(COCC3(c4ccccc4)CCN(C(=O)OC(C)(C)C)CC3)cc(C(F)(F)F)c2)n1, CCOC(C)=O, Cl. Yields the product Cn1nnc(-c2cc(COCC3(c4ccccc4)CCNCC3)cc(C(F)(F)F)c2)n1. Reaction SMILES: [CH3:1][n:2]1[n:3][c:4](-[c:7]2[cH:8][c:9]([CH2:10][O:11][CH2:12][C:13]3([c:26]4[cH:27][cH:28][cH:29][cH:30][cH:31]4)[CH2:14][CH2:15][N:16]([C:19]([O:20][C:21]([CH3:22])([CH3:23])[CH3:24])=[O:25])[CH2:17][CH2:18]3)[cH:32][c:33]([C:35]([F:36])([F:37])[F:38])[cH:34]2)[n:5][n:6]1.[CH3:40][CH2:41][O:42][C:43](=[O:44])[CH3:45].[ClH:39]>>[CH3:1][n:2]1[n:3][c:4](-[c:7]2[cH:8][c:9]([CH2:10][O:11][CH2:12][C:13]3([c:26]4[cH:27][cH:28][cH:29][cH:30][cH:31]4)[CH2:14][CH2:15][NH:16][CH2:17][CH2:18]3)[cH:32][c:33]([C:35]([F:36])([F:37])[F:38])[cH:34]2)[n:5][n:6]1. The reactants are C(C)(=O)NC=1C=C(C(=O)O)C=CN1 (2-Acetylamino-isonicotinic acid), CO (MeOH). Product: COC(C1=CC(=NC=C1)N)=O (2-Amino-isonicotinic acid methyl ester). Reaction SMILES: C([NH:4][C:5]1[CH:6]=[C:7]([CH:11]=[CH:12][N:13]=1)[C:8]([OH:10])=[O:9])(=O)C.[CH3:14]O>>[CH3:14][O:10][C:8](=[O:9])[C:7]1[CH:11]=[CH:12][N:13]=[C:5]([NH2:4])[CH:6]=1. Procedure: 2-Acetylamino-isonicotinic acid (3.10 g, 17.2 mmol) was stirred in 35 mL MeOH at 0° C. HCl (g) was bubbled through the solution for 10 minutes and then the reaction was heated to reflux. After 16 hours the reaction was concentrated in vacuo. The residue was diluted with water and the pH was adjusted to 7 with Na2CO3 (s). A white precipitate formed which was filtered to afford a portion of pure desired product. The aqueous phase was extracted three times with 95:5 dichloromethane (DCM)/nBuOH. The... Reactants: N (ammonia), Cl.COC1=NC=CC(=C1N)N (2-methoxy-3,4-diamino-pyridine hydrochloride), COC1=C(C(=O)Cl)C=CC(=C1)SC (2-methoxy-4-methylmercapto-benzoyl chloride), polyphosphoric acid. The solvent is O (water). Yields the product COC1=C(C=CC(=C1)SC)C1=NC=2C(C(NCC2)=O)=N1 (2-(2-Methoxy-4-methylmercapto-phenyl)-5H-imidazo[4,5-c]pyridin-4-one). RXN SMILES: Cl.C[O:3][C:4]1[C:9]([NH2:10])=[C:8]([NH2:11])[CH:7]=[CH:6][N:5]=1.[CH3:12][O:13][C:14]1[CH:22]=[C:21]([S:23][CH3:24])[CH:20]=[CH:19][C:15]=1[C:16](Cl)=O.N>O>[CH3:12][O:13][C:14]1[CH:22]=[C:21]([S:23][CH3:24])[CH:20]=[CH:19][C:15]=1[C:16]1[N:10]=[C:9]2[C:4](=[O:3])[NH:5][CH2:6][CH:7]=[C:8]2[N:11]=1 |f:0.1|. Procedure details: 0.88 g of 2-methoxy-3,4-diamino-pyridine hydrochloride and 1.08 g of 2-methoxy-4-methylmercapto-benzoyl chloride were intimately mixed, and the mixture was stirred into warm polyphosphoric acid at 120° C. The mixture was kept at this temperature for an hour and was then poured into water, the aqueous mixture was made alkaline with ammonia, and the precipitate thus obtained was purified on a silica gel column (eluant: methylene chloride/methanol=100:10).